Dataset: the Open Reaction Database (ORD), a public repository of structured organic reaction records. Task: describe an organic reaction: reactants, conditions, products, and yield Reactants: CCNCC, CN(C)C=O, O=[N+]([O-])c1cc(C(F)(F)F)ccc1F, O. The product is CCN(CC)c1ccc(C(F)(F)F)cc1[N+](=O)[O-]. RXN SMILES: [CH2:1]([CH3:2])[NH:3][CH2:4][CH3:5].[CH3:6][N:7]([CH3:8])[CH:9]=[O:10].[F:11][c:12]1[c:13]([N+:22](=[O:23])[O-:24])[cH:14][c:15]([C:18]([F:19])([F:20])[F:21])[cH:16][cH:17]1.[OH2:25]>>[CH2:1]([CH3:2])[N:3]([CH2:4][CH3:5])[c:12]1[c:13]([N+:22](=[O:23])[O-:24])[cH:14][c:15]([C:18]([F:19])([F:20])[F:21])[cH:16][cH:17]1.